Dataset: the Open Reaction Database (ORD), a public repository of structured organic reaction records. Task: describe an organic reaction: reactants, conditions, products, and yield Reactants: CC1(OB(OC1(C)C)C=1C=C2C(=NC1)NC=C2)C (5-(4,4,5,5-tetramethyl-[1,3,2]dioxaborolan-2-yl)-1H-pyrrolo[2,3-b]pyridine), [OH-].[K+] (potassium hydroxide), [OH-].[K+] (potassium hydroxide), FC1=C(C=CC(=C1C=O)F)NS(=O)(=O)CCC (Propane-1-sulfonic acid (2,4-difluoro-3-formyl-phenyl)-amide). Solvent: CO (methanol). Product: FC1=C(C=CC(=C1C(C1=CNC2=NC=C(C=C21)B2OC(C(O2)(C)C)(C)C)O)F)NS(=O)(=O)CCC (propane-1-sulfonic acid (2,4-difluoro-3-{hydroxy-[5-(4,4,5,5-tetramethyl-[1,3,2]dioxaborolan-2-yl)-1H-pyrrolo[2,3-b]pyridin-3-yl]-methyl}-phenyl)-amide). As a reaction SMILES: [CH3:1][C:2]1([CH3:18])[C:6]([CH3:8])([CH3:7])[O:5][B:4]([C:9]2[CH:10]=[C:11]3[CH:17]=[CH:16][NH:15][C:12]3=[N:13][CH:14]=2)[O:3]1.[OH-].[K+].[F:21][C:22]1[C:27]([CH:28]=[O:29])=[C:26]([F:30])[CH:25]=[CH:24][C:23]=1[NH:31][S:32]([CH2:35][CH2:36][CH3:37])(=[O:34])=[O:33]>CO>[F:21][C:22]1[C:27]([CH:28]([OH:29])[C:17]2[C:11]3[C:12](=[N:13][CH:14]=[C:9]([B:4]4[O:3][C:2]([CH3:18])([CH3:1])[C:6]([CH3:7])([CH3:8])[O:5]4)[CH:10]=3)[NH:15][CH:16]=2)=[C:26]([F:30])[CH:25]=[CH:24][C:23]=1[NH:31][S:32]([CH2:35][CH2:36][CH3:37])(=[O:34])=[O:33] |f:1.2|. Reported procedure: In a round bottom flask, 5-(4,4,5,5-tetramethyl-[1,3,2]dioxaborolan-2-yl)-1H-pyrrolo[2,3-b]pyridine (27, 0.400 g, 1.64 mmol) is combined with 10 mL of methanol and potassium hydroxide (0.256 g, 4.56 mmol). Propane-1-sulfonic acid (2,4-difluoro-3-formyl-phenyl)-amide (28, 0.400 g, 1.52 mmol) is added and the reaction is stirred at room temperature for 3 hours, with additional potassium hydroxide added up to 7 equivalents. The reaction is concentrated under vacuum, the solid added to water and ext...